From a dataset of the Open Reaction Database (ORD), a public repository of structured organic reaction records. describe an organic reaction: reactants, conditions, products, and yield Reactants: CN1CCNCC1, ClP(Cl)(Cl)(Cl)Cl, Sc1nc2cc(Cl)ccc2o1, c1ccccc1. Yields the product CN1CCN(c2nc3cc(Cl)ccc3o2)CC1. Reaction SMILES: [CH3:18][N:19]1[CH2:20][CH2:21][NH:22][CH2:23][CH2:24]1.[Cl:12][P:13]([Cl:14])([Cl:15])([Cl:16])[Cl:17].[Cl:1][c:2]1[cH:3][cH:4][c:5]2[c:6]([n:7][c:8]([SH:10])[o:9]2)[cH:11]1.[cH:25]1[cH:26][cH:27][cH:28][cH:29][cH:30]1>>[Cl:1][c:2]1[cH:3][cH:4][c:5]2[c:6]([n:7][c:8]([N:22]3[CH2:21][CH2:20][N:19]([CH3:18])[CH2:24][CH2:23]3)[o:9]2)[cH:11]1. Reactants: CC(=O)OC(C)=O, CC(Cc1ccc(O)cc1)N(Cc1ccccc1)CC(O)c1ccc(OCc2ccccc2)c(N)c1. The product is CC(=O)Nc1cc(C(O)CN(Cc2ccccc2)C(C)Cc2ccc(O)cc2)ccc1OCc1ccccc1. Reaction SMILES: [CH3:1][C:2](=[O:3])[O:4][C:5](=[O:6])[CH3:7].[NH2:8][c:9]1[cH:10][c:11]([CH:12]([CH2:13][N:14]([CH:15]([CH2:16][c:17]2[cH:18][cH:19][c:20]([OH:23])[cH:21][cH:22]2)[CH3:24])[CH2:25][c:26]2[cH:27][cH:28][cH:29][cH:30][cH:31]2)[OH:32])[cH:33][cH:34][c:35]1[O:36][CH2:37][c:38]1[cH:39][cH:40][cH:41][cH:42][cH:43]1>>[CH3:1][C:2](=[O:3])[NH:8][c:9]1[cH:10][c:11]([CH:12]([CH2:13][N:14]([CH:15]([CH2:16][c:17]2[cH:18][cH:19][c:20]([OH:23])[cH:21][cH:22]2)[CH3:24])[CH2:25][c:26]2[cH:27][cH:28][cH:29][cH:30][cH:31]2)[OH:32])[cH:33][cH:34][c:35]1[O:36][CH2:37][c:38]1[cH:39][cH:40][cH:41][cH:42][cH:43]1. Reactants: C(C)(=O)C=1C=NC=C(C1)Br (3-acetyl-5-bromopyridine), FC(F)(F)[Si](C)(C)C ((trifluoromethyl)trimethylsilane), O1CCCC1 (tetrahydrofuran), [F-].C(CCC)[N+](CCCC)(CCCC)CCCC (tetrabutylammonium fluoride), O1CCCC1 (tetrahydrofuran). The product is BrC=1C=C(C=NC1)C(C(F)(F)F)(C)O (2-(5-bromopyridin-3-yl)-1,1,1-trifluoropropan-2-ol). Reaction SMILES: [C:1]([C:4]1[CH:5]=[N:6][CH:7]=[C:8]([Br:10])[CH:9]=1)(=[O:3])[CH3:2].[F:11][C:12]([Si](C)(C)C)([F:14])[F:13].O1CCCC1.[F-].C([N+](CCCC)(CCCC)CCCC)CCC>>[Br:10][C:8]1[CH:9]=[C:4]([C:1]([OH:3])([CH3:2])[C:12]([F:14])([F:13])[F:11])[CH:5]=[N:6][CH:7]=1 |f:3.4|. Procedure details: To a flask containing 3-acetyl-5-bromopyridine (2.27 g, 11.4 mmol) was added a solution of (trifluoromethyl)trimethylsilane in tetrahydrofuran (0.5 M, 40 mL, 20 mmol) at 0° C. A solution of tetrabutylammonium fluoride in tetrahydrofuran (1.0 M, 11.4 mL, 11.4 mmol) was then added, and the reaction stirred at room temperature until the reaction was complete. The reaction was then concentrated under reduced pressure, diluted with ethyl acetate, and washed with water and saturated aqueous sodium bic... Reactants: NC=1C=C(C(=O)O)C=CC1S(=O)(=O)C (3-amino-4-methylsulfonylbenzoic acid), [I-].[Na+] (sodium iodide), OCC(O)CO (glycerol), S(O)(O)(=O)=O (sulfuric acid). Run in O (water). Run at temperature 140 celsius, time 1 hour. Product: CS(=O)(=O)C1=CC=C(C=2C=CC=NC12)C(=O)O (8-Methylsulfonyl-5-quinolinecarboxylic acid). As a reaction SMILES: S(=O)(=O)(O)O.[NH2:6][C:7]1[CH:8]=[C:9]([CH:13]=[CH:14][C:15]=1[S:16]([CH3:19])(=[O:18])=[O:17])[C:10]([OH:12])=[O:11].[I-].[Na+].O[CH2:23][CH:24]([CH2:26]O)O>O>[CH3:19][S:16]([C:15]1[C:7]2[N:6]=[CH:26][CH:24]=[CH:23][C:8]=2[C:9]([C:10]([OH:12])=[O:11])=[CH:13][CH:14]=1)(=[O:18])=[O:17] |f:2.3|. Procedure details: 38 ml of water and 102 g of concentrated sulfuric acid were heated to 110° C. At 95° C., 0.25 mol of 3-amino-4-methylsulfonylbenzoic acid was added. The mixture was then heated to 140° C., and 0.8 g of sodium iodide and 0.3 mol of glycerol were added. The reaction temperature was then increased to 150° C. While the mixture was heated to and stirred at 150° C. (1 hour), 47 g of distillate were collected. After cooling, the reaction mixture was carefully admixed with 200 ml of water and diluted wi... Procedure: Benzyl-(2-chloroquinolin-4-yl)-amine (100 mg, 0.372 mmole), copper(II)sulphate pentahydrate (92.9 mg, 0.372 mmole) and dimethylamine (1M in MeOH, 3 mL) were stirred at 150° C. in a microwave oven for 5 hrs. The reaction mixture was dissolved with water and extracted with ethyl acetate. The residue obtained from the organic phases was purified using silica gel chromatography, eluting with dichloromethane:methanol 90:10. Precipitation in isopropyl ether gave a yellowish solid (70.0 mg, 68%). Run in O (water). RXN SMILES: C([NH:8][C:9]1[C:18]2[C:13](=[CH:14][CH:15]=[CH:16][CH:17]=2)[N:12]=[C:11](Cl)[CH:10]=1)C1C=CC=CC=1.[CH3:20][NH:21][CH3:22]>O.O.O.O.O.S([O-])([O-])(=O)=O.[Cu+2].O>[CH2:9]([C:10]1[C:11]([N:21]([CH3:22])[CH3:20])=[N:12][C:13]2[C:18]([C:9]=1[NH2:8])=[CH:17][CH:16]=[CH:15][CH:14]=2)[C:18]1[CH:13]=[CH:14][CH:15]=[CH:16][CH:17]=1 |f:2.3.4.5.6.7.8|. Reactants: C(C1=CC=CC=C1)NC1=CC(=NC2=CC=CC=C12)Cl (Benzyl-(2-chloroquinolin-4-yl)-amine), CNC (dimethylamine). Product: C(C1=CC=CC=C1)C=1C(=NC2=CC=CC=C2C1N)N(C)C (Benzyl-N*2*,N*2*-dimethylquinoline-2,4-diamine). Reagents/catalysts: O.O.O.O.O.S(=O)(=O)([O-])[O-].[Cu+2] (copper(II)sulphate pentahydrate). Isolated yield 68.0%. Starting materials: C[C@@H]1CC(=O)[C@]2([C@@H](O1)O[C@@H]3[C@H]([C@@H]([C@@H]([C@@H]([C@H]3O2)NC)O)NC)O)O (spectinomycin), OP(=O)(O)[O-].[K+] (KH2PO4), OP(=O)([O-])[O-].[K+].[K+] (K2HPO4), N[C@@H](CCO)C(=O)O (Homoserine), N[C@@H]([C@H](O)C)C(=O)O (threonine), N[C@@H]([C@@H](C)CC)C(=O)O (isoleucine), N[C@@H](C(C)C)C(=O)O (valine), OC(=O)CCCC[C@@H]1SC[C@@H]2NC(=O)N[C@H]12 (biotin), C(=O)([O-])[O-].[Ca+2] (CaCO3), FeSO4, OC1[C@H](O)[C@@H](O)[C@H](O[C@H]2[C@H](O)[C@@H](O)[C@@H](O)[C@H](O2)CO)[C@H](O1)CO (lactose), (NH4)2SO4, [O-]S(=O)(=O)[O-].[Mg+2] (MgSO4). The reagents and catalysts are [O-]S(=O)(=O)[O-].[Mn+2] (MnSO4). Conditions: time 16 hour. Product: N[C@@H](CCCCN)C(=O)O (L-lysine). Reaction SMILES: C[C@H]1O[C@H]2O[C@H:10]3[C@H:15](O[C@@]2(O)C(=O)C1)[C@@H:14]([NH:17]C)[C@@H:13]([OH:19])[C@@H:12]([NH:20]C)[C@@H:11]3O.[OH:24]C1O[C@H](CO)[C@@H](O[C@@H]2O[C@H](CO)[C@H](O)[C@H](O)[C@H]2O)[C@H](O)[C@H]1O.OP([O-])(O)=O.[K+].OP([O-])([O-])=O.[K+].[K+].[O-]S([O-])(=O)=O.[Mg+2].OC(CCCC[C@H]1[C@@H]2[C@@H](NC(N2)=O)CS1)=O.C([O-])([O-])=O.[Ca+2].N[C@H](C(O)=O)CCO.N[C@H](C(O)=O)[C@@H](C)O.N[C@H](C(O)=O)[C@H](CC)C.N[C@H](C(O)=O)C(C)C>[O-]S([O-])(=O)=O.[Mn+2]>[NH2:17][C@H:14]([C:13]([OH:24])=[O:19])[CH2:15][CH2:10][CH2:11][CH2:12][NH2:20] |f:2.3,4.5.6,7.8,10.11,16.17|. Procedure details: Each strain was cultured in NB medium at 30° C. for 16 hours. For the culture of the transformants, spectinomycin was added to NB medium at a concentration of 100 μg/ml. Then, 0.5 ml of the seed culture was inoculated into 5 ml of a production medium (pH 7.2) comprising 100 g/l lactose, 30 g/l (NH4)2SO4, 0.5 g/l KH2PO4, 0.5 g/l K2HPO4, 1 g/l MgSO4 ·7H2O, 10 mg/l FeSO4 ·7H2O, 10 mg/l MnSO4 ·7H2O, 100 μg/l biotin and 30 g/l CaCO3 in a test tube. Homoserine (100 μg/ml) was further added to the prod... Product: C1(=CC=CC=C1)N1N=C(C=C1C1=CC(=CC=C1)CCC)NC(=O)[C@@H]1N(C(NC1)=O)C ((R)-3-methyl-2-oxoimidazolidine-4-carboxylic acid[1-phenyl-5-(3-propylphenyl)-1H-pyrazol-3-yl]amide). Solvent: O (H2O), O (water), CN(C=O)C (N,N-dimethylformamide). The reactants are CCN=C=NCCCN(C)C.Cl (WSC.HCl), C1(=CC=CC=C1)N1N=C(C=C1C1=CC(=CC=C1)CCC)N (1-phenyl-5-(3-propylphenyl)-1H-pyrazol-3-ylamine), C(O)([O-])=O.[Na+] (sodium hydrogen carbonate), CN1C(NC[C@@H]1C(=O)O)=O ((R)-3-methyl-2-oxoimidazolidine-4-carboxylic acid), C=1C=CC2=C(C1)N=NN2O (HOBt). Procedure: To a solution of 1-phenyl-5-(3-propylphenyl)-1H-pyrazol-3-ylamine (56 mg) prepared according to the same procedures as Preparation 8 in N,N-dimethylformamide (0.6 ml) were sequentially added (R)-3-methyl-2-oxoimidazolidine-4-carboxylic acid (38 mg) prepared in Preparation 9, HOBt.H2O (46 mg) and WSC.HCl (58 mg), and the mixture was stirred at room temperature for 2 hours. To this reaction solution were added a saturated aqueous solution of sodium hydrogen carbonate and water, and the mixture was... Yield: 49.1%. Reaction SMILES: [C:1]1([N:7]2[C:11]([C:12]3[CH:17]=[CH:16][CH:15]=[C:14]([CH2:18][CH2:19][CH3:20])[CH:13]=3)=[CH:10][C:9]([NH2:21])=[N:8]2)[CH:6]=[CH:5][CH:4]=[CH:3][CH:2]=1.[CH3:22][N:23]1[C@@H:27]([C:28](O)=[O:29])[CH2:26][NH:25][C:24]1=[O:31].C1C=CC2N(O)N=NC=2C=1.CCN=C=NCCCN(C)C.Cl.C(=O)([O-])O.[Na+]>CN(C)C=O.O>[C:1]1([N:7]2[C:11]([C:12]3[CH:17]=[CH:16][CH:15]=[C:14]([CH2:18][CH2:19][CH3:20])[CH:13]=3)=[CH:10][C:9]([NH:21][C:28]([C@H:27]3[CH2:26][NH:25][C:24](=[O:31])[N:23]3[CH3:22])=[O:29])=[N:8]2)[CH:6]=[CH:5][CH:4]=[CH:3][CH:2]=1 |f:3.4,5.6|. Reactants: C(=O)([O-])[O-].[K+].[K+] (K2CO3), BrC1=C(C=CC=C1)C(=O)C1=CC=C(C=C1)Cl ((2-bromophenyl)(4-chlorophenyl)methanone), N#N (N2), C(C1=CC=CC=C1)(=O)OCC1=C(C(=NO1)C)B1OC(C(O1)(C)C)(C)C ((3-methyl-4-(4,4,5,5-tetramethyl-1,3,2-dioxaborolan-2-yl)isoxazol-5-yl)methyl benzoate). Reagents/catalysts: C1=CC=C(C=C1)P([C-]2C=CC=C2)C3=CC=CC=C3.C1=CC=C(C=C1)P([C-]2C=CC=C2)C3=CC=CC=C3.Cl[Pd]Cl.[Fe+2].C(Cl)Cl (PdCl2(dppf) CH2Cl2). Run in O (Water), O1CCOCC1 (dioxane), CCOC(=O)C (EtOAc). Conditions: temperature 110 celsius. Product: C(C1=CC=CC=C1)(=O)OCC1=C(C(=NO1)C)C1=C(C=CC=C1)C(C1=CC=C(C=C1)Cl)=O ((4-(2-(4-chlorobenzoyl)phenyl)-3-methylisoxazol-5-yl)methyl benzoate). RXN SMILES: C([O-])([O-])=O.[K+].[K+].Br[C:8]1[CH:13]=[CH:12][CH:11]=[CH:10][C:9]=1[C:14]([C:16]1[CH:21]=[CH:20][C:19]([Cl:22])=[CH:18][CH:17]=1)=[O:15].N#N.[C:25]([O:33][CH2:34][C:35]1[O:39][N:38]=[C:37]([CH3:40])[C:36]=1B1OC(C)(C)C(C)(C)O1)(=[O:32])[C:26]1[CH:31]=[CH:30][CH:29]=[CH:28][CH:27]=1>O1CCOCC1.CCOC(C)=O.C1C=CC(P(C2C=CC=CC=2)[C-]2C=CC=C2)=CC=1.C1C=CC(P(C2C=CC=CC=2)[C-]2C=CC=C2)=CC=1.Cl[Pd]Cl.[Fe+2].C(Cl)Cl.O>[C:25]([O:33][CH2:34][C:35]1[O:39][N:38]=[C:37]([CH3:40])[C:36]=1[C:8]1[CH:13]=[CH:12][CH:11]=[CH:10][C:9]=1[C:14](=[O:15])[C:16]1[CH:21]=[CH:20][C:19]([Cl:22])=[CH:18][CH:17]=1)(=[O:32])[C:26]1[CH:27]=[CH:28][CH:29]=[CH:30][CH:31]=1 |f:0.1.2,8.9.10.11.12|. Reported procedure: To a resealable vial was added Pd(OAc)2 (3.87 mg, 0.017 mmol) and X-phos (16.42 mg, 0.034 mmol) before the vial was sealed and evacuated and purged with N2 (3×). To this vial was added (4-bromo-3-methylisoxazol-5-yl)methyl benzoate (102 mg, 0.344 mmol) in dioxane (1 mL), Et3N (144 μl, 1.033 mmol), and 4,4,5,5-tetramethyl-1,3,2-dioxaborolane solution (517 μl, 1M in THF, 0.517 mmol). The reaction was stirred overnight at 80° C., cooled to room temperature and filtered. The filtrate was concentrate... Reagents/catalysts: [C].[Pd] (palladium-carbon). The reactants are COC1=C(C(=C(C(=O)N(CCC2=CC=C(C=C2)[N+](=O)[O-])CC(=O)OCC)C=C1)[N+](=O)[O-])OCCCCC (Ethyl {(4-Methoxy-2-nitro-3-pentyloxybenzoyl)-[2-(4-nitrophenyl)-ethyl]amino}acetate), C(C)O (ethanol), O.C1(=CC=C(C=C1)S(=O)(=O)O)C (p-toluene sulfonate monohydrate), [H][H] (hydrogen). Solvent: C1(=CC=CC=C1)C (Toluene). Reaction SMILES: [CH3:1][O:2][C:3]1[CH:28]=[CH:27][C:6]([C:7]([N:9]([CH2:21][C:22]([O:24]CC)=O)[CH2:10][CH2:11][C:12]2[CH:17]=[CH:16][C:15]([N+:18]([O-])=O)=[CH:14][CH:13]=2)=[O:8])=[C:5]([N+:29]([O-])=O)[C:4]=1[O:32][CH2:33][CH2:34][CH2:35][CH2:36][CH3:37].C(O)C.[H][H].O.C1(C)C=CC(S(O)(=O)=O)=CC=1>[C].[Pd].C1(C)C=CC=CC=1>[NH2:18][C:15]1[CH:16]=[CH:17][C:12]([CH2:11][CH2:10][N:9]2[C:7](=[O:8])[C:6]3[CH:27]=[CH:28][C:3]([O:2][CH3:1])=[C:4]([O:32][CH2:33][CH2:34][CH2:35][CH2:36][CH3:37])[C:5]=3[NH:29][C:22](=[O:24])[CH2:21]2)=[CH:13][CH:14]=1 |f:3.4,5.6|. Yield: 63.0%. Procedure details: Ethyl {(4-Methoxy-2-nitro-3-pentyloxybenzoyl)-[2-(4-nitrophenyl)-ethyl]amino}acetate (70.0 mg, 0.135 mmol) and ethanol (2 ml) were mixed, and 10% palladium-carbon catalyst was added. The reaction mixture was stirred in a stream of hydrogen at room temperature for 10.5 hours, and then filtered. The filtrate was concentrated under reduced pressure. Toluene (10 ml) and p-toluene sulfonate monohydrate (1 mg, 0.0053 mmol) were added to the precipitated crude crystals, and the mixture was refluxed und... Product: NC1=CC=C(C=C1)CCN1CC(NC2=C(C1=O)C=CC(=C2OCCCCC)OC)=O (4-[2-(4-aminophenyl)ethyl]-8-methoxy-9-pentyloxy-3,4-dihydro-1H-benzo[e][1,4]diazepine-2,5-dione). Starting materials: C(C)(=O)O (acetic acid), C(C)(=O)O[BH-](OC(C)=O)OC(C)=O.[Na+] (sodium triacetoxyborohydride), NC=1C=CC2=C(C=CS2)C1 (5-Aminobenzothiophene), CN(C1(CCC(CC1)=O)C1=CC=CC=C1)C (4-dimethylamino-4-phenyl-cyclohexanone), ClCCCl (1,2-dichloroethane). Reaction conditions: time 24 hour. Yields the product S1C2=C(C=C1)C=C(C=C2)NC2CCC(CC2)(N(C)C)C2=CC=CC=C2 (N′-benzo[b]thiophen-5-yl-N,N-dimethyl-1-phenyl-cyclohexane-1,4-diamine), Cl.S1C2=C(C=C1)C=C(C=C2)NC2CCC(CC2)(N(C)C)C2=CC=CC=C2 (N′-Benzo[b]thiophen-5-yl-N,N-dimethyl-1-phenyl-cyclohexane-1,4-diamine hydrochloride). Reaction SMILES: [NH2:1][C:2]1[CH:3]=[CH:4][C:5]2[S:9][CH:8]=[CH:7][C:6]=2[CH:10]=1.[CH3:11][N:12]([CH3:26])[C:13]1([C:20]2[CH:25]=[CH:24][CH:23]=[CH:22][CH:21]=2)[CH2:18][CH2:17][C:16](=O)[CH2:15][CH2:14]1.C(O)(=O)C.C(O[BH-](OC(=O)C)OC(=O)C)(=O)C.[Na+].[Cl:45]CCCl>>[S:9]1[CH:8]=[CH:7][C:6]2[CH:10]=[C:2]([NH:1][CH:16]3[CH2:15][CH2:14][C:13]([C:20]4[CH:21]=[CH:22][CH:23]=[CH:24][CH:25]=4)([N:12]([CH3:26])[CH3:11])[CH2:18][CH2:17]3)[CH:3]=[CH:4][C:5]1=2.[ClH:45].[S:9]1[CH:8]=[CH:7][C:6]2[CH:10]=[C:2]([NH:1][CH:16]3[CH2:15][CH2:14][C:13]([C:20]4[CH:21]=[CH:22][CH:23]=[CH:24][CH:25]=4)([N:12]([CH3:26])[CH3:11])[CH2:18][CH2:17]3)[CH:3]=[CH:4][C:5]1=2 |f:3.4,7.8|. Procedure: 300 mg 5-Aminobenzothiophene and 435 mg 4-dimethylamino-4-phenyl-cyclohexanone were dissolved in dry 1,2-dichloroethane (20 ml) under argon. Glacial acetic acid (2 mmol) and 600 mg sodium triacetoxyborohydride were added to this mixture and the mixture was stirred for 24 hours at RT. For working up, the reaction mixture was concentrated and the residue was adjusted to pH 11 with five molar sodium hydroxide solution. The alkaline phase was diluted with water (10 ml) and extracted with ethyl aceta...